This data is from the Open Reaction Database (ORD), a public repository of structured organic reaction records. The task is: describe an organic reaction: reactants, conditions, products, and yield Starting materials: Cc1[nH]c(C(=O)NC2CCN(c3ncc(C(=O)[O-])s3)CC2F)c(Cl)c1Cl, [NH3+]C(CO)(CO)CO, O=S(Cl)Cl. Yields the product Cc1[nH]c(C(=O)Cl)c(Cl)c1Cl. As a reaction SMILES: [Cl:1][c:2]1[c:3]([C:9](=[O:10])[NH:11][CH:12]2[CH2:13][CH2:14][N:15]([c:16]3[s:17][c:18]([C:19]([O-:20])=[O:21])[cH:22][n:23]3)[CH2:24][CH:25]2[F:26])[nH:4][c:5]([CH3:8])[c:6]1[Cl:7].[OH:27][CH2:28][C:29]([CH2:30][OH:31])([NH3+:32])[CH2:33][OH:34].[S:35]([Cl:36])([Cl:37])=[O:38]>>[Cl:1][c:2]1[c:3]([C:9](=[O:10])[Cl:37])[nH:4][c:5]([CH3:8])[c:6]1[Cl:7]. Reactants: C(CCC)[Li] (n-butyllithium), [Cl-].[Cl-].[Cl-].[Cl-].[Zr+4] (zirconium tetrachloride), C(C1=CC=CC=C1)C(CC1=CC=CC=C1)=C1C(=C(C(=C2C=C3C=C(C(=CC3=C12)C(C)(C)C)C1=CC=CC=C1)C1C=CC=C1)C1=CC=CC=C1)C(C)(C)C (dibenzylmethylene(cyclopentadienyl)(2,7-diphenyl-3,6-ditert-butylfluorene)), C(C)OCC (diethyl ether). Solvent: CCCCCC (hexane). Product: [Cl-].[Cl-].C(C1=CC=CC=C1)C(CC1=CC=CC=C1)=[Zr+2](C1=C(C(=CC=2C3=CC(=C(C=C3CC12)C1=CC=CC=C1)C(C)(C)C)C(C)(C)C)C1=CC=CC=C1)C1C=CC=C1 (dibenzylmethylene(cyclopentadienyl)(2,7-diphenyl-3,6-ditert-butylfluorenyl)zirconium dichloride). Isolated yield 71.0%. RXN SMILES: C(C(=[C:16]1[C:28]2[C:20]([CH:21]=[C:22]3[C:27]=2[CH:26]=[C:25]([C:29]([CH3:32])([CH3:31])[CH3:30])[C:24]([C:33]2[CH:38]=[CH:37][CH:36]=[CH:35][CH:34]=2)=[CH:23]3)=[C:19](C2C=CC=C2)[C:18]([C:44]2[CH:49]=[CH:48][CH:47]=[CH:46][CH:45]=2)=[C:17]1[C:50]([CH3:53])([CH3:52])[CH3:51])CC1C=CC=CC=1)C1C=CC=CC=1.C(O[CH2:57][CH3:58])C.[CH2:59]([Li])[CH2:60][CH2:61][CH3:62].[Cl-:64].[Cl-].[Cl-].[Cl-].[Zr+4:68]>CCCCCC>[Cl-:64].[Cl-:64].[CH2:59]([C:51](=[Zr+2:68]([CH:58]1[CH:57]=[CH:33][CH:24]=[CH:25]1)[C:19]1[C:20]2[CH2:21][C:22]3[C:27](=[CH:26][C:25]([C:29]([CH3:30])([CH3:31])[CH3:32])=[C:24]([C:33]4[CH:34]=[CH:35][CH:36]=[CH:37][CH:38]=4)[CH:23]=3)[C:28]=2[CH:16]=[C:17]([C:50]([CH3:53])([CH3:52])[CH3:51])[C:18]=1[C:44]1[CH:45]=[CH:46][CH:47]=[CH:48][CH:49]=1)[CH2:50][C:17]1[CH:16]=[CH:28][CH:20]=[CH:19][CH:18]=1)[C:60]1[CH:23]=[CH:22][CH:21]=[CH:62][CH:61]=1 |f:3.4.5.6.7,9.10.11|. Procedure details: Under a nitrogen atmosphere, a 100-mL Schlenk flask was charged with 0.59 g (0.855 mmol) of dibenzylmethylene(cyclopentadienyl)(2,7-diphenyl-3,6-ditert-butylfluorene) and 40 mL of dehydrated diethyl ether, and the mixture was stirred. This mixed slurry solution was cooled in an ice bath, and 1.21 mL (1.88 mmol) of a 1.56 mol/L hexane solution of n-butyllithium was added. The mixture was stirred for 45 hours while gradually warming to room temperature. The resulting red reaction solution was cool... Reported procedure: To a solution of 5-azido-1-(1-methyl-4-nitro-1H-pyrazol-5-yl)azepan-3-ol, Intermediate 18 (3.4 g, 16 mmol) in THF (40 mL) and water (8 mL) was added triphenylphosphine (1.89 g, 7.2 mmol) and the mixture was heated at 65° C. behind a blast screen for 16 hr. The solvents were removed under reduced pressure to afford 5-amino-1-(1-methyl-4-nitro-1H-pyrazol-5-yl)azepan-3-ol (contaminated with triphenylphosphine oxide) as a viscous oil. To this amine in DCM (40 mL) was added di-tert-butyl dicarbonate ... The product is NC1CC(CN(CC1)C1=C(C=NN1C)[N+](=O)[O-])O (5-amino-1-(1-methyl-4-nitro-1H-pyrazol-5-yl)azepan-3-ol). Run at temperature 65 celsius. Starting materials: N(=[N+]=[N-])C1CC(CN(CC1)C1=C(C=NN1C)[N+](=O)[O-])O (5-azido-1-(1-methyl-4-nitro-1H-pyrazol-5-yl)azepan-3-ol), Intermediate 18, C1(=CC=CC=C1)P(C1=CC=CC=C1)C1=CC=CC=C1 (triphenylphosphine). Reaction SMILES: [N:1]([CH:4]1[CH2:10][CH2:9][N:8]([C:11]2[N:15]([CH3:16])[N:14]=[CH:13][C:12]=2[N+:17]([O-:19])=[O:18])[CH2:7][CH:6]([OH:20])[CH2:5]1)=[N+]=[N-].C1(P(C2C=CC=CC=2)C2C=CC=CC=2)C=CC=CC=1>C1COCC1.O>[NH2:1][CH:4]1[CH2:10][CH2:9][N:8]([C:11]2[N:15]([CH3:16])[N:14]=[CH:13][C:12]=2[N+:17]([O-:19])=[O:18])[CH2:7][CH:6]([OH:20])[CH2:5]1. The solvent is C1CCOC1 (THF), O (water). The reactants are CC(=O)[O-], CN(C)C=O, CCC1(O)C(=O)OCc2c1cc1n(c2=O)Cc2c-1nc1ccccc1c2CC[Si](C)(C)CCl, [K+]. Yields the product CCC1(O)C(=O)OCc2c1cc1n(c2=O)Cc2c-1nc1ccccc1c2CC[Si](C)(C)COC(C)=O. As a reaction SMILES: [CH3:35][C:36]([O-:37])=[O:38].[CH3:39][N:40]([CH3:41])[CH:42]=[O:43].[Cl:1][CH2:2][Si:3]([CH2:4][CH2:5][c:6]1[c:7]2[c:8]([n:9][c:10]3[c:18]1[CH2:17][n:16]1[c:11]-3[cH:12][c:13]3[c:14]([c:15]1=[O:19])[CH2:20][O:21][C:22](=[O:27])[C:23]3([OH:24])[CH2:25][CH3:26])[cH:28][cH:29][cH:30][cH:31]2)([CH3:32])[CH3:33].[K+:34]>>[CH2:2]([Si:3]([CH2:4][CH2:5][c:6]1[c:7]2[c:8]([n:9][c:10]3[c:18]1[CH2:17][n:16]1[c:11]-3[cH:12][c:13]3[c:14]([c:15]1=[O:19])[CH2:20][O:21][C:22](=[O:27])[C:23]3([OH:24])[CH2:25][CH3:26])[cH:28][cH:29][cH:30][cH:31]2)([CH3:32])[CH3:33])[O:38][C:36]([CH3:35])=[O:37]. The reactants are Cl (hydrochloride), CS(=O)(=O)C1=CC=C(C=C1)C=1C=2N(C=CC1)N=C(N2)N (8-(4-methanesulfonyl-phenyl)-[1,2,4]triazolo[1,5-a]pyridin-2-ylamine), BrC1=CC=C(C=C1)C1CCN(CC1)C (4-(4-bromo-phenyl)-1-methyl-piperidine), C1(CCCCC1)P(C1=C(C=CC=C1)C1=C(C=CC=C1)P(C1CCCCC1)C1CCCCC1)C1CCCCC1 (2,2′-bis-dicyclohexylphosphanyl-biphenyl). The product is CS(=O)(=O)C1=CC=C(C=C1)C=1C=2N(C=CC1)N=C(N2)NC2=CC=C(C=C2)C2CCN(CC2)C ([8-(4-Methanesulfonyl-phenyl)-[1,2,4]triazolo[1,5-a]pyridin-2-yl]-[4-(1-methyl-piperidin-4-yl)-phenyl]-amine), foam. Yield: 58.0%. Reaction SMILES: [CH3:1][S:2]([C:5]1[CH:10]=[CH:9][C:8]([C:11]2[C:12]3[N:13]([N:17]=[C:18]([NH2:20])[N:19]=3)[CH:14]=[CH:15][CH:16]=2)=[CH:7][CH:6]=1)(=[O:4])=[O:3].Br[C:22]1[CH:27]=[CH:26][C:25]([CH:28]2[CH2:33][CH2:32][N:31]([CH3:34])[CH2:30][CH2:29]2)=[CH:24][CH:23]=1.Cl.C1(P(C2CCCCC2)C2C=CC=CC=2C2C=CC=CC=2P(C2CCCCC2)C2CCCCC2)CCCCC1>>[CH3:1][S:2]([C:5]1[CH:10]=[CH:9][C:8]([C:11]2[C:12]3[N:13]([N:17]=[C:18]([NH:20][C:22]4[CH:23]=[CH:24][C:25]([CH:28]5[CH2:29][CH2:30][N:31]([CH3:34])[CH2:32][CH2:33]5)=[CH:26][CH:27]=4)[N:19]=3)[CH:14]=[CH:15][CH:16]=2)=[CH:7][CH:6]=1)(=[O:3])=[O:4]. Procedure details: [8-(4-Methanesulfonyl-phenyl)-[1,2,4]triazolo[1,5-a]pyridin-2-yl]-[4-(1-methyl-piperidin-4-yl)-phenyl]-amine was prepared from 8-(4-methanesulfonyl-phenyl)-[1,2,4]triazolo[1,5-a]pyridin-2-ylamine (75.0 mg, 0.260 mmol) and 4-(4-bromo-phenyl)-1-methyl-piperidine; hydrochloride (100.0 mg, 0.3441 mmol) with 2,2′-bis-dicyclohexylphosphanyl-biphenyl (30.0 mg, 0.0549 mmol) as the ligand in a manner analogous to Step 2d. The title compound was isolated as a yellow foam (0.070 g, 58%). 1H NMR (400 MHz, C... Reactants: O=S(=O)(O)O, N#Cc1ccc(Cn2nc(C(=O)NCc3ccc(-c4nnn[nH]4)cc3)c3cc(F)ccc32)cc1. Product: NC(=O)c1ccc(Cn2nc(C(=O)NCc3ccc(-c4nnn[nH]4)cc3)c3cc(F)ccc32)cc1. As a reaction SMILES: [S:35]([OH:36])(=[O:37])(=[O:38])[OH:39].[nH:1]1[n:2][n:3][n:4][c:5]1-[c:6]1[cH:7][cH:8][c:9]([CH2:10][NH:11][C:12](=[O:13])[c:14]2[n:15][n:16]([CH2:24][c:25]3[cH:26][cH:27][c:28]([C:31]#[N:32])[cH:29][cH:30]3)[c:17]3[cH:18][cH:19][c:20]([F:23])[cH:21][c:22]23)[cH:33][cH:34]1>>[n:1]1[n:2][n:3][nH:4][c:5]1-[c:6]1[cH:7][cH:8][c:9]([CH2:10][NH:11][C:12](=[O:13])[c:14]2[n:15][n:16]([CH2:24][c:25]3[cH:26][cH:27][c:28]([C:31]([NH2:32])=[O:36])[cH:29][cH:30]3)[c:17]3[cH:18][cH:19][c:20]([F:23])[cH:21][c:22]23)[cH:33][cH:34]1. Starting materials: OC=1C=C(C=CC1)NC1=C(C(=O)OC(C)(C)C)C=CC(=C1)N1CCC2=CC=CC=C12 (tert-butyl 2-((3-hydroxyphenyl)amino)-4-(indolin-1-yl)benzoate). The solvent is FC(C(=O)O)(F)F (Trifluoroacetic acid). Reaction conditions: time 2 hour. Product: OC=1C=C(C=CC1)NC1=C(C(=O)O)C=CC(=C1)N1CCC2=CC=CC=C12 (2-((3-hydroxyphenyl)amino)-4-(indolin-1-yl)benzoic acid). RXN SMILES: [OH:1][C:2]1[CH:3]=[C:4]([NH:8][C:9]2[CH:21]=[C:20]([N:22]3[C:30]4[C:25](=[CH:26][CH:27]=[CH:28][CH:29]=4)[CH2:24][CH2:23]3)[CH:19]=[CH:18][C:10]=2[C:11]([O:13]C(C)(C)C)=[O:12])[CH:5]=[CH:6][CH:7]=1>FC(F)(F)C(O)=O>[OH:1][C:2]1[CH:3]=[C:4]([NH:8][C:9]2[CH:21]=[C:20]([N:22]3[C:30]4[C:25](=[CH:26][CH:27]=[CH:28][CH:29]=4)[CH2:24][CH2:23]3)[CH:19]=[CH:18][C:10]=2[C:11]([OH:13])=[O:12])[CH:5]=[CH:6][CH:7]=1. Procedure details: Trifluoroacetic acid 10 mL was added to the obtained tert-butyl 2-((3-hydroxyphenyl)amino)-4-(indolin-1-yl)benzoate, and it was stirred at room temperature for 2 hours. The solvent was removed under reduced pressure, and the obtained residue was refined by reversed-phase silica gel column chromatography [eluent; 50-90% acetonitrile/0.1% trifluoroacetic acid aqueous solution] to give 2-((3-hydroxyphenyl)amino)-4-(indolin-1-yl)benzoic acid 13 mg of a white solid. Starting materials: C([O-])([O-])=O.[Cs+].[Cs+] (cesium carbonate), Cl.CNCCCl (2-methylaminoethyl chloride hydrochloride), ClC1=CC2=C(N3C(=NN=C3CNC2)[C@@H]2CC[C@H](CC2)C2=NC=CC=C2F)C=C1 (trans-8-chloro-1-[4-(3-fluoro-pyridin-2-yl)-cyclohexyl]-5,6-dihydro-4H-2,3,5,10b-tetraaza-benzo[e]azulene), C([O-])([O-])=O.[Cs+].[Cs+] (cesium carbonate), Cl.CNCCCl (2-methylaminoethyl chloride hydrochloride). Run in C(C)#N (acetonitrile). Run at temperature 70 celsius. The product is ClC1=CC2=C(N3C(=NN=C3CN(C2)CCNC)[C@@H]2CC[C@H](CC2)C2=NC=CC=C2F)C=C1 (trans-(2-{8-Chloro-1-[4-(3-fluoro-pyridin-2-yl)-cyclohexyl]-4H,6H-2,3,5,10b-tetraaza-benzo[e]azulen-5-yl}-ethyl)-methyl-amine), C(=O)[O-] (formate). Reaction SMILES: [Cl:1][C:2]1[CH:28]=[CH:27][C:5]2[N:6]3[C:10]([CH2:11][NH:12][CH2:13][C:4]=2[CH:3]=1)=[N:9][N:8]=[C:7]3[C@H:14]1[CH2:19][CH2:18][C@H:17]([C:20]2[C:25]([F:26])=[CH:24][CH:23]=[CH:22][N:21]=2)[CH2:16][CH2:15]1.[C:29](=O)([O-:31])[O-:30].[Cs+].[Cs+].Cl.[CH3:36][NH:37][CH2:38][CH2:39]Cl>C(#N)C>[Cl:1][C:2]1[CH:28]=[CH:27][C:5]2[N:6]3[C:10]([CH2:11][N:12]([CH2:39][CH2:38][NH:37][CH3:36])[CH2:13][C:4]=2[CH:3]=1)=[N:9][N:8]=[C:7]3[C@H:14]1[CH2:19][CH2:18][C@H:17]([C:20]2[C:25]([F:26])=[CH:24][CH:23]=[CH:22][N:21]=2)[CH2:16][CH2:15]1.[CH:29]([O-:31])=[O:30] |f:1.2.3,4.5|. Procedure: A mixture of trans-8-chloro-1-[4-(3-fluoro-pyridin-2-yl)-cyclohexyl]-5,6-dihydro-4H-2,3,5,10b-tetraaza-benzo[e]azulene (50.0 mg, 0.126 mmol), cesium carbonate (246 mg, 0.754 mmol) and 2-methylaminoethyl chloride hydrochloride (65.4 mg, 0.503 mmol) in acetonitrile (1.3 ml) was heated at 70° C. for 20 h. After addition of further portions of cesium carbonate (246 mg, 0.754 mmol) and 2-methylaminoethyl chloride hydrochloride (65.4 mg, 0.503 mmol) the mixture was heated at 70° C. for another 20 h. T... The reactants are CCNC(=O)c1ccc(C)c(-c2ccc3c(C4=CCNCC4)n[nH]c3c2)c1, CCO, [H][H], CN(C)C=O. Yields the product CCNC(=O)c1ccc(C)c(-c2ccc3c(C4CCNCC4)n[nH]c3c2)c1. Reaction SMILES: [CH2:1]([CH3:2])[NH:3][C:4]([c:5]1[cH:6][c:7](-[c:12]2[cH:13][cH:14][c:15]3[c:16]([C:21]4=[CH:26][CH2:25][NH:24][CH2:23][CH2:22]4)[n:17][nH:18][c:19]3[cH:20]2)[c:8]([CH3:11])[cH:9][cH:10]1)=[O:27].[CH3:30][CH2:31][OH:32].[H:28][H:29].[O:33]=[CH:34][N:35]([CH3:36])[CH3:37]>>[CH2:1]([CH3:2])[NH:3][C:4]([c:5]1[cH:6][c:7](-[c:12]2[cH:13][cH:14][c:15]3[c:16]([CH:21]4[CH2:22][CH2:23][NH:24][CH2:25][CH2:26]4)[n:17][nH:18][c:19]3[cH:20]2)[c:8]([CH3:11])[cH:9][cH:10]1)=[O:27].